From a dataset of the Open Reaction Database (ORD), a public repository of structured organic reaction records. describe an organic reaction: reactants, conditions, products, and yield The reactants are CO, NC(=O)c1[nH]c2ccc(C=O)cc2c1Sc1ccccc1, ClCCl, Nc1cccc(C(F)(F)F)c1. The product is NC(=O)c1[nH]c2ccc(CNc3cccc(C(F)(F)F)c3)cc2c1Sc1ccccc1. Reaction SMILES: [CH3:33][OH:34].[CH:1](=[O:2])[c:3]1[cH:4][c:5]2[c:6]([S:15][c:16]3[cH:17][cH:18][cH:19][cH:20][cH:21]3)[c:7]([C:12](=[O:13])[NH2:14])[nH:8][c:9]2[cH:10][cH:11]1.[Cl:35][CH2:36][Cl:37].[F:22][C:23]([c:24]1[cH:25][c:26]([NH2:27])[cH:28][cH:29][cH:30]1)([F:31])[F:32]>>[CH2:1]([c:3]1[cH:4][c:5]2[c:6]([S:15][c:16]3[cH:17][cH:18][cH:19][cH:20][cH:21]3)[c:7]([C:12](=[O:13])[NH2:14])[nH:8][c:9]2[cH:10][cH:11]1)[NH:27][c:26]1[cH:25][c:24]([C:23]([F:22])([F:31])[F:32])[cH:30][cH:29][cH:28]1. Reactants: COC(=O)C1=CC2=C(S1)C=CC(=C2)N (5-amino-benzo[b]thiophene-2-carboxylic acid methyl ester), CN1CCOCC1 (NMM), ClCC(=O)Cl (chloroacetylchloride). Run in C(Cl)Cl.C1CCOC1 (CH2Cl2 THF), CCOC(=O)C (EtOAc), O (H2O). Conditions: time 2.5 hour. Yields the product ClCC(=O)NC=1C=CC2=C(C=C(S2)C(=O)OC)C1 (Methyl 5-[(chloroacetyl)amino]-1-benzothiophene-2-carboxylate). As a reaction SMILES: [CH3:1][O:2][C:3]([C:5]1[S:9][C:8]2[CH:10]=[CH:11][C:12]([NH2:14])=[CH:13][C:7]=2[CH:6]=1)=[O:4].CN1CCOCC1.[Cl:22][CH2:23][C:24](Cl)=[O:25]>C(Cl)Cl.C1COCC1.CCOC(C)=O.O>[Cl:22][CH2:23][C:24]([NH:14][C:12]1[CH:11]=[CH:10][C:8]2[S:9][C:5]([C:3]([O:2][CH3:1])=[O:4])=[CH:6][C:7]=2[CH:13]=1)=[O:25] |f:3.4|. Procedure: To a solution of 5-amino-benzo[b]thiophene-2-carboxylic acid methyl ester (989 mg, 4.79 mmol) in CH2Cl2/THF (5/5 mL) was added NMM (630 μL, 5.73 mmol) and chloroacetylchloride (415 μL, 5.25 mmol). After stirring 2.5 h, the mixture was diluted with EtOAc and H2O, and the solid was filtered yielding a pale-white solid, which was used without further purification. MS: cal'd (MH+) 284, exp (MH+) 284. The reactants are [N+](=O)([O-])C=1C=C(OC=2C=NC=CC2)C=CC1 (3-(3-Nitrophenoxy)pyridine), [OH-].[Na+] (NaOH). Reagents/catalysts: [Zn] (zinc), [Zn] (zinc). Solvent: Cl (HCl), CO (MeOH). Run at time 1 hour. Yields the product N1=CC(=CC=C1)OC=1C=C(N)C=CC1 (3-(Pyridin-3-yloxy)aniline). The yield is 39.9%. RXN SMILES: [N+:1]([C:4]1[CH:5]=[C:6]([CH:14]=[CH:15][CH:16]=1)[O:7][C:8]1[CH:9]=[N:10][CH:11]=[CH:12][CH:13]=1)([O-])=O.[OH-].[Na+]>Cl.CO.[Zn]>[N:10]1[CH:11]=[CH:12][CH:13]=[C:8]([O:7][C:6]2[CH:5]=[C:4]([CH:16]=[CH:15][CH:14]=2)[NH2:1])[CH:9]=1 |f:1.2|. Reported procedure: Compound 4 (1.613 g, 7.461 mmol, 1.000 eq) was dissolved in 1N HCl in MeOH (75 mL) and zinc (1.46 g, 22.3 mmol, 3.00 eq) was added. The reaction was stirred for 1 hour and additional zinc (975 mg, 14.9 mmol, 2 eq) was added to drive the reaction to completion as determined by TLC. The reaction was neutralized with 1N NaOH (75 mL), filtered and extracted (3×) with CH2Cl2. The combined organics were dried (MgSO4), filtered and concentrated in vacuo. Purification by flash chromatography on silica g... RXN SMILES: [Br:38][CH2:39][C:40]#[C:41][C:42]([CH3:43])([CH3:44])[O:45][Si:46]([CH2:47][CH3:48])([CH2:49][CH3:50])[CH2:51][CH3:52].[C:1]([CH3:2])([CH3:3])([CH3:4])[Si:5]([O:6][CH:7]1[CH2:8][CH:9]([O:28][Si:29]([CH3:30])([CH3:31])[C:32]([CH3:33])([CH3:34])[CH3:35])[CH2:10][C:11]2=[CH:12][CH:13]=[C:14]3[CH:15]4[CH2:16][CH:17]=[C:18]([CH2:26][OH:27])[C:19]4([CH3:20])[CH2:21][CH2:22][CH:23]3[C:24]12[CH3:25])([CH3:36])[CH3:37].[CH2:55]1[O:56][CH2:57][CH2:58][O:59][CH2:60][CH2:61][O:62][CH2:63][CH2:64][O:65][CH2:66][CH2:67][O:68][CH2:69]1.[H-:53].[Na+:54].[O:70]1[CH2:71][CH2:72][CH2:73][CH2:74]1>>[C:1]([CH3:2])([CH3:3])([CH3:4])[Si:5]([O:6][CH:7]1[CH2:8][CH:9]([O:28][Si:29]([CH3:30])([CH3:31])[C:32]([CH3:33])([CH3:34])[CH3:35])[CH2:10][C:11]2=[CH:12][CH:13]=[C:14]3[CH:15]4[CH2:16][CH:17]=[C:18]([CH2:26][O:27][CH2:39][C:40]#[C:41][C:42]([CH3:43])([CH3:44])[O:45][Si:46]([CH2:47][CH3:48])([CH2:49][CH3:50])[CH2:51][CH3:52])[C:19]4([CH3:20])[CH2:21][CH2:22][CH:23]3[C:24]12[CH3:25])([CH3:36])[CH3:37]. Product: CC[Si](CC)(CC)OC(C)(C)C#CCOCC1=CCC2C3=CC=C4CC(O[Si](C)(C)C(C)(C)C)CC(O[Si](C)(C)C(C)(C)C)C4(C)C3CCC12C. Starting materials: CC[Si](CC)(CC)OC(C)(C)C#CCBr, CC12CCC3C(=CC=C4CC(O[Si](C)(C)C(C)(C)C)CC(O[Si](C)(C)C(C)(C)C)C43C)C1CC=C2CO, C1COCCOCCOCCOCCO1, [H-], [Na+], C1CCOC1.